From a dataset of the Open Reaction Database (ORD), a public repository of structured organic reaction records. describe an organic reaction: reactants, conditions, products, and yield Starting materials: C(N)(=O)C=1C=C(C=C2C=3C=CC(=CC3NC12)C(=O)OCC)C1=CC(=CC=C1)OC (ethyl 8-carbamoyl-6-(3-methoxyphenyl)-9H-carbazole-2-carboxylate), [OH-].[Na+] (sodium hydroxide). Solvent: C1CCOC1 (THF), CO (MeOH). Run at time 2 day. Yields the product C(N)(=O)C=1C=C(C=C2C=3C=CC(=CC3NC12)C(=O)O)C1=CC(=CC=C1)OC (8-carbamoyl-6-(3-methoxyphenyl)-9H-carbazole-2-carboxylic acid). The yield is 91.3%. RXN SMILES: [C:1]([C:4]1[CH:5]=[C:6]([C:22]2[CH:27]=[CH:26][CH:25]=[C:24]([O:28][CH3:29])[CH:23]=2)[CH:7]=[C:8]2[C:16]=1[NH:15][C:14]1[CH:13]=[C:12]([C:17]([O:19]CC)=[O:18])[CH:11]=[CH:10][C:9]2=1)(=[O:3])[NH2:2].[OH-].[Na+]>C1COCC1.CO>[C:1]([C:4]1[CH:5]=[C:6]([C:22]2[CH:27]=[CH:26][CH:25]=[C:24]([O:28][CH3:29])[CH:23]=2)[CH:7]=[C:8]2[C:16]=1[NH:15][C:14]1[CH:13]=[C:12]([C:17]([OH:19])=[O:18])[CH:11]=[CH:10][C:9]2=1)(=[O:3])[NH2:2] |f:1.2|. Reported procedure: To a solution of ethyl 8-carbamoyl-6-(3-methoxyphenyl)-9H-carbazole-2-carboxylate (2.1 g, 5.41 mmol) in a mixture of THF (40 mL) and MeOH (14 mL) was added a solution of aq. 1 M sodium hydroxide (13.52 mL, 13.52 mmol). The mixture was stirred at room temperature for 2 days. Removal of solvents left a solid which was suspended in water (150 mL), This was acidified with 1N HCl to pH 2-3 and the solid was collected by filtration, washed with H2O(3×20 mL), and dried under vacuum to afford 1.78 gm of... The reactants are CCOC(=O)c1cc(Br)cc([N+](=O)[O-])c1, CCO, Cl[Sn]Cl. The product is CCOC(=O)c1cc(N)cc(Br)c1. Reaction SMILES: [Br:1][c:2]1[cH:3][c:4]([C:5](=[O:6])[O:7][CH2:8][CH3:9])[cH:10][c:11]([N+:13]([O-:14])=[O:15])[cH:12]1.[CH3:19][CH2:20][OH:21].[Sn:16]([Cl:17])[Cl:18]>>[Br:1][c:2]1[cH:3][c:4]([C:5](=[O:6])[O:7][CH2:8][CH3:9])[cH:10][c:11]([NH2:13])[cH:12]1.